From a dataset of the Open Reaction Database (ORD), a public repository of structured organic reaction records. describe an organic reaction: reactants, conditions, products, and yield Starting materials: O=C([O-])[O-], Cc1noc(C)c1B(O)O, CSc1nccc(I)n1, [Na+], [Na+], CC(=O)[O-], CC(=O)[O-], [Pd+2], c1ccc(P(c2ccccc2)c2ccccc2)cc1. As a reaction SMILES: [C:20](=[O:21])([O-:22])[O-:23].[CH3:10][c:11]1[n:12][o:13][c:14]([CH3:19])[c:15]1[B:16]([OH:17])[OH:18].[I:1][c:2]1[n:3][c:4]([S:8][CH3:9])[n:5][cH:6][cH:7]1.[Na+:24].[Na+:25].[O-:46][C:47]([CH3:48])=[O:49].[O-:50][C:51]([CH3:52])=[O:53].[Pd+2:45].[c:26]1([P:27]([c:28]2[cH:29][cH:30][cH:31][cH:32][cH:33]2)[c:34]2[cH:35][cH:36][cH:37][cH:38][cH:39]2)[cH:40][cH:41][cH:42][cH:43][cH:44]1>>[c:2]1(-[c:15]2[c:11]([CH3:10])[n:12][o:13][c:14]2[CH3:19])[n:3][c:4]([S:8][CH3:9])[n:5][cH:6][cH:7]1. Product: CSc1nccc(-c2c(C)noc2C)n1. Starting materials: [H-].C(C(C)C)[Al+]CC(C)C (diisobutylaluminum hydride), COC(=O)C=1C(=NOC1C1CC1)C1=C(C=CC=C1Cl)Cl (5-cyclopropyl-3-(2,6-dichloro-phenyl)-isoxazole-4-carboxylic acid methyl ester), Cl (HCl). Run in ClCCl (dichloromethane). Conditions: time 30 minute. Product: C1(CC1)C1=C(C(=NO1)C1=C(C=CC=C1Cl)Cl)CO ([5-Cyclopropyl-3-(2,6-dichloro-phenyl)-isoxazol-4-yl]-methanol). Yield: 90.6%. RXN SMILES: C[O:2][C:3]([C:5]1[C:6]([C:13]2[C:18]([Cl:19])=[CH:17][CH:16]=[CH:15][C:14]=2[Cl:20])=[N:7][O:8][C:9]=1[CH:10]1[CH2:12][CH2:11]1)=O.[H-].C([Al+]CC(C)C)C(C)C.Cl>ClCCl>[CH:10]1([C:9]2[O:8][N:7]=[C:6]([C:13]3[C:14]([Cl:20])=[CH:15][CH:16]=[CH:17][C:18]=3[Cl:19])[C:5]=2[CH2:3][OH:2])[CH2:12][CH2:11]1 |f:1.2|. Reported procedure: Alternate procedure: Cool a solution of 5-cyclopropyl-3-(2,6-dichloro-phenyl)-isoxazole-4-carboxylic acid methyl ester (62.4 g, 200 mmol) in dichloromethane (400 mL) to 0° C. Add diisobutylaluminum hydride (440 mL, 1.0 M, 440 mmol) while maintaining the temperature between −5° C. and 0° C. Stir the resulting mixture for 30 min. Warm to 15° C. to 25° C. and stir for 3 h. Add the reaction solution to 2.0 M HCl (800 mL) at ˜8° C. to 10° C. Stir for 30 minutes Separate the phases and extract the aqu... Starting materials: O=C(n1ccnc1)n1ccnc1, CC(C)(C)C1CCC(N)CC1, CS(=O)(=O)O, NCc1ccc2c(c1)CN(C1CCC(=O)NC1=O)C2=O, CN(C)C=O. Yields the product CC(C)(C)C1CCC(NC(=O)NCc2ccc3c(c2)CN(C2CCC(=O)NC2=O)C3=O)CC1. RXN SMILES: [C:12](=[O:13])([n:14]1[cH:15][cH:16][n:17][cH:18]1)[n:19]1[cH:20][cH:21][n:22][cH:23]1.[C:1]([CH3:2])([CH3:3])([CH3:4])[CH:5]1[CH2:6][CH2:7][CH:8]([NH2:11])[CH2:9][CH2:10]1.[CH3:24][S:25]([OH:26])(=[O:27])=[O:28].[NH2:29][CH2:30][c:31]1[cH:32][c:33]2[c:37]([cH:38][cH:39]1)[C:36](=[O:40])[N:35]([CH:41]1[C:42](=[O:48])[NH:43][C:44](=[O:47])[CH2:45][CH2:46]1)[CH2:34]2.[O:49]=[CH:50][N:51]([CH3:52])[CH3:53]>>[C:1]([CH3:2])([CH3:3])([CH3:4])[CH:5]1[CH2:6][CH2:7][CH:8]([NH:11][C:12](=[O:13])[NH:29][CH2:30][c:31]2[cH:32][c:33]3[c:37]([cH:38][cH:39]2)[C:36](=[O:40])[N:35]([CH:41]2[C:42](=[O:48])[NH:43][C:44](=[O:47])[CH2:45][CH2:46]2)[CH2:34]3)[CH2:9][CH2:10]1. The reactants are OCCCN1CCC(CC1)C1=NNC2=CC(=CC=C12)F (3-[1-(1-hydroxyprop-3-yl)-4-piperidinyl]-6-fluoro-1H-indazole), C1OC=2C=C(C=CC2O1)N=C=O (3,4-methylenedioxyphenylisocyanate), O (water), CCOCC (ether). The solvent is CN(C)C=O (DMF), CN(C)C=O (DMF). Reaction conditions: temperature 80 celsius. Product: C1OC=2C=C(C=CC2O1)NC(=O)OCCCN1CCC(CC1)C1=NNC2=CC(=CC=C12)F (1-[3-(3,4-Methylenedioxyphenylcarbamoyloxy)propyl]-4-(6-fluoro-1H-indazol-3-yl) piperidine). The yield is 13.7%. As a reaction SMILES: [OH:1][CH2:2][CH2:3][CH2:4][N:5]1[CH2:10][CH2:9][CH:8]([C:11]2[C:19]3[C:14](=[CH:15][C:16]([F:20])=[CH:17][CH:18]=3)[NH:13][N:12]=2)[CH2:7][CH2:6]1.[CH2:21]1[O:29][C:28]2[CH:27]=[CH:26][C:25]([N:30]=[C:31]=[O:32])=[CH:24][C:23]=2[O:22]1.O.CCOCC>CN(C=O)C>[CH2:21]1[O:29][C:28]2[CH:27]=[CH:26][C:25]([NH:30][C:31]([O:1][CH2:2][CH2:3][CH2:4][N:5]3[CH2:10][CH2:9][CH:8]([C:11]4[C:19]5[C:14](=[CH:15][C:16]([F:20])=[CH:17][CH:18]=5)[NH:13][N:12]=4)[CH2:7][CH2:6]3)=[O:32])=[CH:24][C:23]=2[O:22]1. Reported procedure: A solution of 3-[1-(1-hydroxyprop-3-yl)-4-piperidinyl]-6-fluoro-1H-indazole (230 mg, 0.83 mmol) in 5 ml dry DMF was added 3,4-methylenedioxyphenylisocyanate (291 mg, 1.65 mmol) in 3 ml dry DMF. The reaction was heated to 100° C. for 2 h and 16 h at 80° C. The reaction was cooled to room temperature and added a mixture of 50 ml water and 200 ml ether, filtered and separated. The ether phase was washed with water, brine and dried with sodium sulphate and concentrated in vacuo. The crude product wa... Reactants: COC(C(CC1CCC(CC1)=O)C1=CC(=C(C=C1)S(=O)(=O)C)Cl)=O (2-(3-chloro-4-methylsulfonyl-phenyl)-3-(4-oxo-cyclohexyl)-propionic acid methyl ester), [OH-].[Li+] (lithium hydroxide). Run in CO (methanol), O (water). Run at temperature 25 celsius, time 2 hour. Yields the product ClC=1C=C(C=CC1S(=O)(=O)C)C(C(=O)O)CC1CCC(CC1)=O (2-(3-chloro-4-methylsulfonyl-phenyl)-3-(4-oxo-cyclohexyl)-propionic acid). Yield: 97.0%. Reaction SMILES: C[O:2][C:3](=[O:24])[CH:4]([C:13]1[CH:18]=[CH:17][C:16]([S:19]([CH3:22])(=[O:21])=[O:20])=[C:15]([Cl:23])[CH:14]=1)[CH2:5][CH:6]1[CH2:11][CH2:10][C:9](=[O:12])[CH2:8][CH2:7]1.[OH-].[Li+]>CO.O>[Cl:23][C:15]1[CH:14]=[C:13]([CH:4]([CH2:5][CH:6]2[CH2:11][CH2:10][C:9](=[O:12])[CH2:8][CH2:7]2)[C:3]([OH:24])=[O:2])[CH:18]=[CH:17][C:16]=1[S:19]([CH3:22])(=[O:21])=[O:20] |f:1.2|. Reported procedure: A solution of 2-(3-chloro-4-methylsulfonyl-phenyl)-3-(4-oxo-cyclohexyl)-propionic acid methyl ester (590 mg, 1.58 mmol) in methanol (7.0 mL) and water (3.0 mL) was treated with lithium hydroxide (980 mg, 31.6 mmol). The reaction mixture was stirred at 25° C. for 2 h and then concentrated in vacuo to remove methanol. The remaining aqueous layer was diluted with water (25 mL) and washed with ethyl acetate (2×50 mL). The aqueous layer was then acidified to pH=3 with a 1N aqueous hydrochloric acid s... Starting materials: C[Si](C)(C)C(C(N)=O)[Si](C)(C)C, CNC(C(=O)O)C(O)c1ccc(OCOC)cc1, ClCCl, O=[N+]([O-])c1ccccc1SCl. The product is COCOc1ccc(C(O)C(C(=O)O)N(C)Sc2ccccc2[N+](=O)[O-])cc1. RXN SMILES: [CH3:19][Si:20]([CH:21]([Si:22]([CH3:23])([CH3:24])[CH3:25])[C:26]([NH2:27])=[O:28])([CH3:29])[CH3:30].[CH3:1][O:2][CH2:3][O:4][c:5]1[cH:6][cH:7][c:8]([CH:9]([CH:10]([NH:11][CH3:12])[C:13](=[O:14])[OH:15])[OH:16])[cH:17][cH:18]1.[Cl:42][CH2:43][Cl:44].[N+:31](=[O:32])([O-:33])[c:34]1[c:35]([S:40][Cl:41])[cH:36][cH:37][cH:38][cH:39]1>>[CH3:1][O:2][CH2:3][O:4][c:5]1[cH:6][cH:7][c:8]([CH:9]([CH:10]([N:11]([CH3:12])[S:40][c:35]2[c:34]([N+:31](=[O:32])[O-:33])[cH:39][cH:38][cH:37][cH:36]2)[C:13](=[O:14])[OH:15])[OH:16])[cH:17][cH:18]1. Run at temperature 100 celsius, time 15 minute. Procedure: To 922 mg of 2,3-diphenylpyridin-1-oxide, 3 ml of phosphorus oxychloride was added, followed by stirring at 100° C. for 15 minutes. The reaction solution was poured into iced water, extracted with ethyl acetate and then washed with an aqueous 5% potassium carbonate solution and saturated brine. After drying over anhydrous magnesium sulfate, the solvent was evaporated under reduced pressure. The residue was purified by silica gel column chromatography to obtain 428 mg of the desired compound as a... Starting materials: C1(=CC=CC=C1)C1=[N+](C=CC=C1C1=CC=CC=C1)[O-] (2,3-diphenylpyridin-1-oxide), P(=O)(Cl)(Cl)Cl (phosphorus oxychloride). The product is ClC1=CC=C(C(=N1)C1=CC=CC=C1)C1=CC=CC=C1 (6-chloro-2,3-diphenylpyridine). Run in O (water). RXN SMILES: [C:1]1([C:7]2[C:12]([C:13]3[CH:18]=[CH:17][CH:16]=[CH:15][CH:14]=3)=[CH:11][CH:10]=[CH:9][N+:8]=2[O-])[CH:6]=[CH:5][CH:4]=[CH:3][CH:2]=1.P(Cl)(Cl)([Cl:22])=O>O>[Cl:22][C:9]1[N:8]=[C:7]([C:1]2[CH:6]=[CH:5][CH:4]=[CH:3][CH:2]=2)[C:12]([C:13]2[CH:18]=[CH:17][CH:16]=[CH:15][CH:14]=2)=[CH:11][CH:10]=1. Starting materials: COC(C1=CC(=CC=C1)C1(CC1)NC(=O)C=1C2=C(C=NC1)N(N=C2)C2=CC=C(C=C2)F)=O (3-(1-{[1-(4-fluoro-phenyl)-1H-pyrazolo[3,4-c]pyridine-4-carbonyl]-amino}-cyclopropyl)-benzoic acid methyl ester), solution, N (ammonia), CO (methanol). Reaction conditions: time 78 hour. The product is C(N)(=O)C=1C=C(C=CC1)C1(CC1)NC(=O)C=1C2=C(C=NC1)N(N=C2)C2=CC=C(C=C2)F (1-(4-fluoro-phenyl)-1H-pyrazolo[3,4-c]pyridine-4-carboxylic acid [1-(3-carbamoyl-phenyl)-cyclopropyl]-amide). As a reaction SMILES: C[O:2][C:3](=O)[C:4]1[CH:9]=[CH:8][CH:7]=[C:6]([C:10]2([NH:13][C:14]([C:16]3[C:17]4[CH:24]=[N:23][N:22]([C:25]5[CH:30]=[CH:29][C:28]([F:31])=[CH:27][CH:26]=5)[C:18]=4[CH:19]=[N:20][CH:21]=3)=[O:15])[CH2:12][CH2:11]2)[CH:5]=1.[NH3:33].CO>>[C:3]([C:4]1[CH:5]=[C:6]([C:10]2([NH:13][C:14]([C:16]3[C:17]4[CH:24]=[N:23][N:22]([C:25]5[CH:30]=[CH:29][C:28]([F:31])=[CH:27][CH:26]=5)[C:18]=4[CH:19]=[N:20][CH:21]=3)=[O:15])[CH2:12][CH2:11]2)[CH:7]=[CH:8][CH:9]=1)(=[O:2])[NH2:33]. Reported procedure: A solution of 3-(1-{[1-(4-fluoro-phenyl)-1H-pyrazolo[3,4-c]pyridine-4-carbonyl]-amino}-cyclopropyl)-benzoic acid methyl ester (70.0 mg, 0.163 mmol) in a 7M solution of ammonia in methanol (1.00 mL, 7.00 mmol) is stirred at 120° C. in a sealed pressure tube. After 78 hours, the reaction vessel is cooled to room temperature, vented and opened. The reaction mixture is concentrated in vacuo, and the resulting residue is purified by silica gel chromatography eluting with a gradient of 0-10% methanol ... Starting materials: CCBr, CC[Cd]CC, CCc1ccc(C(=O)Cl)cc1, [Cd+2], [Cl-], [Cl-], [Mg], c1ccccc1. Yields the product CCc1ccc(C(=O)C(C)Br)cc1. Reaction SMILES: [CH2:1]([CH3:2])[Br:3].[CH2:22]([Cd:23][CH2:24][CH3:25])[CH3:26].[CH2:5]([CH3:6])[c:7]1[cH:8][cH:9][c:10]([C:11](=[O:12])[Cl:13])[cH:14][cH:15]1.[Cd+2:28].[Cl-:27].[Cl-:29].[Mg:4].[cH:16]1[cH:17][cH:18][cH:19][cH:20][cH:21]1>>[CH:1]([CH3:2])([Br:3])[C:11]([c:10]1[cH:9][cH:8][c:7]([CH2:5][CH3:6])[cH:15][cH:14]1)=[O:12]. Starting materials: CCCCCCCCCCCCc1ccccc1C=O, [Li]CCCC, COCC(=O)OC, CC(C)NC(C)C, C1CCOC1. The product is CCCCCCCCCCCCc1ccccc1C(O)C(OC)C(=O)OC. As a reaction SMILES: [CH2:20]([CH2:21][CH2:22][CH2:23][CH2:24][CH2:25][CH2:26][CH2:27][CH2:28][CH2:29][CH2:30][CH3:31])[c:32]1[c:33]([CH:34]=[O:35])[cH:36][cH:37][cH:38][cH:39]1.[CH2:8]([Li:9])[CH2:10][CH2:11][CH3:12].[CH3:13][O:14][CH2:15][C:16](=[O:17])[O:18][CH3:19].[CH:1]([NH:2][CH:3]([CH3:4])[CH3:5])([CH3:6])[CH3:7].[O:40]1[CH2:41][CH2:42][CH2:43][CH2:44]1>>[CH3:13][O:14][CH:15]([C:16](=[O:17])[O:18][CH3:19])[CH:34]([c:33]1[c:32]([CH2:20][CH2:21][CH2:22][CH2:23][CH2:24][CH2:25][CH2:26][CH2:27][CH2:28][CH2:29][CH2:30][CH3:31])[cH:39][cH:38][cH:37][cH:36]1)[OH:35].